The task is: describe an organic reaction: reactants, conditions, products, and yield. This data is from the Open Reaction Database (ORD), a public repository of structured organic reaction records. Starting materials: CC1=NC2=CC=CC(=C2C=C1)N1CCN(CC1)CCC=1C=C(N)C=CC1 (3-{2-[4-(2-Methyl-5-quinolinyl)-1-piperazinyl]ethyl}aniline), ClCCS(=O)(=O)Cl (2-chloroethylsulfonyl chloride), N1=CC=CC=C1 (pyridine). Reaction conditions: temperature 0 celsius, time 1 hour. Yields the product O=S1(N(CCC1)C=1C=C(C=CC1)CCN1CCN(CC1)C1=C2C=CC(=NC2=CC=C1)C)=O (5-(4-{2-[3-(1,1-Dioxido-2-isothiazolidinyl)phenyl]ethyl}-1-piperazinyl)-2-methylquinoline). RXN SMILES: [CH3:1][C:2]1[CH:11]=[CH:10][C:9]2[C:4](=[CH:5][CH:6]=[CH:7][C:8]=2[N:12]2[CH2:17][CH2:16][N:15]([CH2:18][CH2:19][C:20]3[CH:21]=[C:22]([CH:24]=[CH:25][CH:26]=3)[NH2:23])[CH2:14][CH2:13]2)[N:3]=1.Cl[CH2:28][CH2:29][S:30](Cl)(=[O:32])=[O:31].N1C=CC=C[CH:35]=1>>[O:31]=[S:30]1(=[O:32])[CH2:29][CH2:28][CH2:35][N:23]1[C:22]1[CH:21]=[C:20]([CH2:19][CH2:18][N:15]2[CH2:14][CH2:13][N:12]([C:8]3[CH:7]=[CH:6][CH:5]=[C:4]4[C:9]=3[CH:10]=[CH:11][C:2]([CH3:1])=[N:3]4)[CH2:17][CH2:16]2)[CH:26]=[CH:25][CH:24]=1. Procedure details: To a stirred solution of 3-{2-[4-(2-methyl-5-quinolinyl)-1-piperazinyl]ethyl}aniline (D6, 30 mg) in pyridine (0.5 mL) was added 2-chloroethylsulfonyl chloride (13 μL). The mixture was stirred 1 h then concentrated in vacuo and partitioned between saturated aqueous sodium hydrogencarbonate solution and DCM. The organic layer was washed (water), dried (sodium sulfate) and concentrated in vacuo. The residue was dissolved in THF (1 mL) and cooled to 0° C. with stirring. To the stirred solution was a...